Task: describe an organic reaction: reactants, conditions, products, and yield. Dataset: the Open Reaction Database (ORD), a public repository of structured organic reaction records The reactants are BrC1=CC=C(C=C1)C(F)(F)F (4-bromobenzotrifluoride), C(C)(C)OB1OC(C(O1)(C)C)(C)C (2-isopropoxy-4,4,5,5-tetramethyl-1,3,2-dioxaborolane), C(C)OCC (diethylether), C(CCC)[Li] (n-butyllithium). Run in O (water). Conditions: time 60 minute. The product is FC(C1=CC=C(C=C1)B1OC(C(O1)(C)C)(C)C)(F)F (2-[4-(trifluoromethyl)phenyl]-4,4,5,5-tetramethyl-1,3,2-dioxaborolane). The yield is 73.7%. Reaction SMILES: Br[C:2]1[CH:7]=[CH:6][C:5]([C:8]([F:11])([F:10])[F:9])=[CH:4][CH:3]=1.C(OCC)C.C([Li])CCC.C(O[B:26]1[O:30][C:29]([CH3:32])([CH3:31])[C:28]([CH3:34])([CH3:33])[O:27]1)(C)C>O>[F:9][C:8]([F:11])([F:10])[C:5]1[CH:6]=[CH:7][C:2]([B:26]2[O:30][C:29]([CH3:32])([CH3:31])[C:28]([CH3:34])([CH3:33])[O:27]2)=[CH:3][CH:4]=1. Procedure: 4-bromobenzotrifluoride (4.8 g, 21.3 mmol) was placed in a reaction flask. To ensure a nitrogen atmosphere in the reaction flask, the gas in the reaction flask was drawn out and the reaction flask was refilled with nitrogen gas in a rapid manner three times. To the reaction flask, 50 ml of anhydrous diethylether was added, and then 10 ml of n-butyllithium solution (25.6 mmol, 2.5 M in n-hexane) was slowly added at −78° C. to obtain a mixture. In the meanwhile, the color of the mixture changed fr...